From a dataset of the Open Reaction Database (ORD), a public repository of structured organic reaction records. describe an organic reaction: reactants, conditions, products, and yield Reactants: CCOC(=O)/N=N/C(=O)OCC (diethylazodicarboxylate), O[C@H]1C(NCC1)=O ((R)-3-hydroxy-pyrrolidin-2-one), C1(=CC=CC=C1)P(C1=CC=CC=C1)C1=CC=CC=C1 (triphenyl phosphine), COC(C1=CC(=CC=C1)O)=O (3-hydroxy-benzoic acid methyl ester). Solvent: O1CCCC1 (tetrahydrofuran). Reaction conditions: time 8 hour. Yields the product COC(C1=CC(=CC=C1)O[C@H]1C(NCC1)=O)=O (3-((R)-2-oxo-pyrrolidin-3-yloxy)-benzoic acid methyl ester). Isolated yield 96.2%. Reaction SMILES: [CH3:1][O:2][C:3](=[O:11])[C:4]1[CH:9]=[CH:8][CH:7]=[C:6]([OH:10])[CH:5]=1.O[C@@H:13]1[CH2:17][CH2:16][NH:15][C:14]1=[O:18].C1(P(C2C=CC=CC=2)C2C=CC=CC=2)C=CC=CC=1.CCOC(/N=N/C(OCC)=O)=O>O1CCCC1>[CH3:1][O:2][C:3](=[O:11])[C:4]1[CH:9]=[CH:8][CH:7]=[C:6]([O:10][C@@H:13]2[CH2:17][CH2:16][NH:15][C:14]2=[O:18])[CH:5]=1. Procedure details: Cool a solution of 3-hydroxy-benzoic acid methyl ester (9.03 g, 59.4 mmol) in tetrahydrofuran (125 mL) to 0° C. and add (R)-3-hydroxy-pyrrolidin-2-one (5.00 g, 49.5 mmol) and triphenyl phosphine (15.6 g, 59.4 mmol). Slowly add to this mixture diethylazodicarboxylate (10.2 mL, 64.3 mmol). Warm the reaction mixture to room temperature and stir overnight. Concentrate the mixture under reduced pressure and purify the residue by flash silica gel chromatography to provide 11.2 g of 3-((R)-2-oxo-pyrrol...